Dataset: the Open Reaction Database (ORD), a public repository of structured organic reaction records. Task: describe an organic reaction: reactants, conditions, products, and yield Starting materials: C(C)(=O)OC1=CC=C(C=C1)S(=O)(=O)N(CC1=C(C=CC=C1)OC)CC1=CC=C(C(=O)OC)C=C1 (Methyl 4-((4-acetoxy-N-(2-methoxybenzyl)phenylsulfonamido)methyl)benzoate), [OH-].[Na+] (NaOH). Solvent: C1CCOC1 (THF). Product: OC1=CC=C(C=C1)S(=O)(=O)N(CC1=C(C=CC=C1)OC)CC1=CC=C(C(=O)O)C=C1 (4-((4-hydroxy-N-(2-methoxybenzyl)phenylsulfonamido)methyl)-benzoic acid). Isolated yield 15.0%. Reaction SMILES: C([O:4][C:5]1[CH:10]=[CH:9][C:8]([S:11]([N:14]([CH2:24][C:25]2[CH:34]=[CH:33][C:28]([C:29]([O:31]C)=[O:30])=[CH:27][CH:26]=2)[CH2:15][C:16]2[CH:21]=[CH:20][CH:19]=[CH:18][C:17]=2[O:22][CH3:23])(=[O:13])=[O:12])=[CH:7][CH:6]=1)(=O)C.[OH-].[Na+]>C1COCC1>[OH:4][C:5]1[CH:6]=[CH:7][C:8]([S:11]([N:14]([CH2:24][C:25]2[CH:26]=[CH:27][C:28]([C:29]([OH:31])=[O:30])=[CH:33][CH:34]=2)[CH2:15][C:16]2[CH:21]=[CH:20][CH:19]=[CH:18][C:17]=2[O:22][CH3:23])(=[O:12])=[O:13])=[CH:9][CH:10]=1 |f:1.2|. Reported procedure: Methyl 4-((4-acetoxy-N-(2-methoxybenzyl)phenylsulfonamido)methyl)benzoate (crude) was dissolved in THF (1.0 mL) and treated with aqueous NaOH (1N, 2.0 mL, 2.0 mmol). The mixture was refluxed for an hour. Upon completion the THF was removed in vacuo and the resulting aqueous solution was acidified with 6 N aq HCl to a pH of ˜3. The aqueous phase was extracted with EtOAc (2×15 mL) and the combined organic layers were washed with water, brine, dried over Na2SO4 and concentrated. The crude product w...